This data is from the Open Reaction Database (ORD), a public repository of structured organic reaction records. The task is: describe an organic reaction: reactants, conditions, products, and yield Product: COC(=O)c1cc(Br)cc([N+](=O)[O-])c1N. Reaction SMILES: [CH3:1][O:2][C:3]([c:4]1[c:5]([NH:14][C:15](=[O:16])[C:17]([F:18])([F:19])[F:20])[c:6]([N+:11](=[O:12])[O-:13])[cH:7][c:8]([Br:10])[cH:9]1)=[O:21].[CH3:23][OH:24].[ClH:22]>>[CH3:1][O:2][C:3]([c:4]1[c:5]([NH2:14])[c:6]([N+:11](=[O:12])[O-:13])[cH:7][c:8]([Br:10])[cH:9]1)=[O:21]. Starting materials: COC(=O)c1cc(Br)cc([N+](=O)[O-])c1NC(=O)C(F)(F)F, CO, Cl.